From a dataset of the Open Reaction Database (ORD), a public repository of structured organic reaction records. describe an organic reaction: reactants, conditions, products, and yield Reactants: N1=C(C=CC=C1)C1=NOC(=C1)C(=O)OCC (ethyl 3-(pyridin-2-yl)isoxazole-5-carboxylate), IN1C(CCC1=O)=O (1-iodopyrrolidine-2,5-dione), IN1C(CCC1=O)=O (1-iodopyrrolidine-2,5-dione). The reagents and catalysts are C(C)(=O)[O-].[Pd+2].C(C)(=O)[O-] (Palladium(II) acetate). Solvent: C(C)#N (acetonitrile), C(C)#N (acetonitrile). Reaction conditions: temperature 120 celsius. Yields the product IC=1C(=NOC1C(=O)OCC)C1=NC=CC=C1 (ethyl 4-iodo-3-(pyridin-2-yl)isoxazole-5-carboxylate). Isolated yield 40.6%. Reaction SMILES: [N:1]1[CH:6]=[CH:5][CH:4]=[CH:3][C:2]=1[C:7]1[CH:11]=[C:10]([C:12]([O:14][CH2:15][CH3:16])=[O:13])[O:9][N:8]=1.[I:17]N1C(=O)CCC1=O>C(#N)C.C([O-])(=O)C.[Pd+2].C([O-])(=O)C>[I:17][C:11]1[C:7]([C:2]2[CH:3]=[CH:4][CH:5]=[CH:6][N:1]=2)=[N:8][O:9][C:10]=1[C:12]([O:14][CH2:15][CH3:16])=[O:13] |f:3.4.5|. Procedure: A suspension of ethyl 3-(pyridin-2-yl)isoxazole-5-carboxylate (Preparation 63B, 6.25 g, 28.6 mmol), Palladium(II) acetate (1.61 g, 7.16 mmol) and 1-iodopyrrolidine-2,5-dione (12.9 g, 57.3 mmol) in acetonitrile (20 mL) was heated in the microwave for 30 minutes at 120° C. LC/MS analysis indicated that approximately 50% conversion had occurred. Additional 1-iodopyrrolidine-2,5-dione (12.9 g, 57.3 mmol) was added, and the reaction mixture heated for an additional 30 min. at 120° C. The reaction mix...